This data is from the Open Reaction Database (ORD), a public repository of structured organic reaction records. The task is: describe an organic reaction: reactants, conditions, products, and yield Product: CCOC(=O)CCc1ccc(-c2ccc(C(=O)N3CCOCC3)cc2)c(OCCCOC)c1. Reactants: COCCOC, CCOC(=O)CCc1ccc(OS(=O)(=O)C(F)(F)F)c(OCCCOC)c1, CCO, [Cs+], [F-], O=C(c1ccc(B(O)O)cc1)N1CCOCC1. As a reaction SMILES: [CH2:47]([CH2:48][O:49][CH3:50])[O:51][CH3:52].[CH3:1][O:2][CH2:3][CH2:4][CH2:5][O:6][c:7]1[cH:8][c:9]([CH2:21][CH2:22][C:23](=[O:24])[O:25][CH2:26][CH3:27])[cH:10][cH:11][c:12]1[O:13][S:14]([C:15]([F:16])([F:17])[F:18])(=[O:19])=[O:20].[CH3:53][CH2:54][OH:55].[Cs+:46].[F-:45].[O:28]1[CH2:29][CH2:30][N:31]([C:34](=[O:35])[c:36]2[cH:37][cH:38][c:39]([B:42]([OH:43])[OH:44])[cH:40][cH:41]2)[CH2:32][CH2:33]1>>[CH3:1][O:2][CH2:3][CH2:4][CH2:5][O:6][c:7]1[cH:8][c:9]([CH2:21][CH2:22][C:23](=[O:24])[O:25][CH2:26][CH3:27])[cH:10][cH:11][c:12]1-[c:39]1[cH:38][cH:37][c:36]([C:34]([N:31]2[CH2:30][CH2:29][O:28][CH2:33][CH2:32]2)=[O:35])[cH:41][cH:40]1. Starting materials: ClC1=C(C=CC(=C1)Cl)NC1=NC2=C(N1CCCO)C(=CC(=C2)F)N(CC)CC (3-{2-[(2,4-dichlorophenyl)amino]-7-(diethylamino)-5-fluoro-1H-benzimidazol-1-yl}propan-1-ol), CS(=O)(=O)Cl (methanesulfonyl chloride). The solvent is N1=CC=CC=C1 (pyridine). Conditions: time 2.5 hour. Yields the product ClC1=C(C=CC(=C1)Cl)N1CCCN2C1=NC=1C2=C(C=C(C1)F)N(CC)CC (1-(2,4-Dichlorophenyl)-N,N-diethyl-8-fluoro-1,2,3,4-tetrahydropyrimido[1,2-a]benzimidazol-6-amine). Isolated yield 92.3%. RXN SMILES: [Cl:1][C:2]1[CH:7]=[C:6]([Cl:8])[CH:5]=[CH:4][C:3]=1[NH:9][C:10]1[N:14]([CH2:15][CH2:16][CH2:17]O)[C:13]2[C:19]([N:24]([CH2:27][CH3:28])[CH2:25][CH3:26])=[CH:20][C:21]([F:23])=[CH:22][C:12]=2[N:11]=1.CS(Cl)(=O)=O>N1C=CC=CC=1>[Cl:1][C:2]1[CH:7]=[C:6]([Cl:8])[CH:5]=[CH:4][C:3]=1[N:9]1[C:10]2=[N:11][C:12]3[C:13](=[C:19]([N:24]([CH2:27][CH3:28])[CH2:25][CH3:26])[CH:20]=[C:21]([F:23])[CH:22]=3)[N:14]2[CH2:15][CH2:16][CH2:17]1. Reported procedure: To a stirred solution of 3-{2-[(2,4-dichlorophenyl)amino]-7-(diethylamino)-5-fluoro-1H-benzimidazol-1-yl}propan-1-ol (Reference example 176, 170 mg, 0.400 mmol) in pyridine (2 mL) was added methanesulfonyl chloride (61.9 μL, 0.800 mol) at 0° C. After being stirred for 2.5 h, the reaction mixture was quenched with aqueous sodium hydrogen carbonate, diluted with ethyl acetate, washed with water and brine, dried over sodium sulfate, filtered, and concentrated in vacuo. The residue was purified by c... The reactants are OC1=CC=CC=2C1=CC=C1N=C3C=CC=C(C3=NC21)C(=O)O (4-hydroxy-benzo[a]phenazine-11-carboxylic acid), [OH-].[Na+] (sodium hydroxide), C(C1=CC=CC=C1)Br (benzyl bromide). Run in C(C)O (ethanol), C(C)(=O)OCC (ethyl acetate). Product: C(C1=CC=CC=C1)OC1=CC=CC=2C1=CC=C1N=C3C=CC=C(C3=NC21)C(=O)O (4-Benzyloxy-benzo[a]phenazine-11-carboxylic acid). RXN SMILES: [OH:1][C:2]1[C:7]2=[CH:8][CH:9]=[C:10]3[C:19]([N:18]=[C:17]4[C:12]([CH:13]=[CH:14][CH:15]=[C:16]4[C:20]([OH:22])=[O:21])=[N:11]3)=[C:6]2[CH:5]=[CH:4][CH:3]=1.[OH-].[Na+].[CH2:25](Br)[C:26]1[CH:31]=[CH:30][CH:29]=[CH:28][CH:27]=1>C(O)C.C(OCC)(=O)C>[CH2:25]([O:1][C:2]1[C:7]2=[CH:8][CH:9]=[C:10]3[C:19]([N:18]=[C:17]4[C:12]([CH:13]=[CH:14][CH:15]=[C:16]4[C:20]([OH:22])=[O:21])=[N:11]3)=[C:6]2[CH:5]=[CH:4][CH:3]=1)[C:26]1[CH:31]=[CH:30][CH:29]=[CH:28][CH:27]=1 |f:1.2|. Procedure: A mixture of 4-hydroxy-benzo[a]phenazine-11-carboxylic acid (80 mg), sodium hydroxide (34 mg) and benzyl bromide (100 μL) in ethanol (2 mL) was heated to reflux for 4 hours. The reaction mixture was then cooled, diluted with ethyl acetate, washed with dilute acid, dried (MgSO4) and the solvent removed in vacuo to yield the crude title compound as a brown solid (50 mg). Starting materials: C(#N)C1=C(C(=O)C(=C(C1=O)Cl)Cl)C#N (DDQ), C(C)(C)(C)[Si](N1CCC=2C1=NC=C(C2)CO)(C)C ([1-(tert-Butyl-dimethyl-silanyl)-2,3-dihydro-1H-pyrrolo[2,3-b]pyridine-5-yl]-methanol). The solvent is C(Cl)Cl (CH2Cl2), P(=O)([O-])([O-])[O-] (phosphate). Reaction conditions: time 1 hour. Product: C(C)(C)(C)[Si](N1C=CC=2C1=NC=C(C2)CO)(C)C ([1-(tert-Butyl-dimethyl-silanyl)-1H-pyrrolo[2,3-b]pyridin-5-yl]-methanol). Yield: 30.5%. As a reaction SMILES: C(C1C(=O)C(Cl)=C(Cl)C(=O)C=1C#N)#N.[C:15]([Si:19]([CH3:32])([CH3:31])[N:20]1[C:24]2=[N:25][CH:26]=[C:27]([CH2:29][OH:30])[CH:28]=[C:23]2[CH2:22][CH2:21]1)([CH3:18])([CH3:17])[CH3:16]>C(Cl)Cl.P([O-])([O-])([O-])=O>[C:15]([Si:19]([CH3:32])([CH3:31])[N:20]1[C:24]2=[N:25][CH:26]=[C:27]([CH2:29][OH:30])[CH:28]=[C:23]2[CH:22]=[CH:21]1)([CH3:18])([CH3:17])[CH3:16]. Procedure: DDQ (53 mg, 0.23 mmol) was added in three equal portions to a stirred solution of alcohol 14 (54 mg, 0.20 mmol) in a mixture of CH2Cl2 (15 mL) and 0.2 M pH 7 phosphate buffer (0.15 mL). When TLC analysis showed complete consumption of the starting material, the mixture was diluted with saturated aqueous NaHCO3 (16 mL) and stirred vigorously for 1 h. Then the mixture was extracted with AcOEt (2×). The combined organic extracts were washed with saturated brine (1×), dried (MgSO4) and concentrated.... The reactants are [OH-].[Na+] (sodium hydroxide), FC1=C(OC2=C(C=C(O/C=C/C(=O)OC)C=C2)NS(=O)(=O)C)C=CC(=C1)F (methyl trans-3-[4-(2,4-difluorophenoxy)-3-methylsulfonylaminophenoxy]acrylate), Cl (hydrochloric acid). Solvent: C(C)(=O)OCC (ethyl acetate). Run at time 1 hour. Yields the product FC1=C(OC2=C(C=C(O/C=C/C(=O)O)C=C2)NS(=O)(=O)C)C=CC(=C1)F (trans-3-[4-(2,4-difluorophenoxy)-3methylsulfonylaminophenoxy]acrylic acid). The yield is 86.4%. RXN SMILES: [OH-].[Na+].[F:3][C:4]1[CH:28]=[C:27]([F:29])[CH:26]=[CH:25][C:5]=1[O:6][C:7]1[CH:19]=[CH:18][C:10]([O:11]/[CH:12]=[CH:13]/[C:14]([O:16]C)=[O:15])=[CH:9][C:8]=1[NH:20][S:21]([CH3:24])(=[O:23])=[O:22].Cl>C(OCC)(=O)C>[F:3][C:4]1[CH:28]=[C:27]([F:29])[CH:26]=[CH:25][C:5]=1[O:6][C:7]1[CH:19]=[CH:18][C:10]([O:11]/[CH:12]=[CH:13]/[C:14]([OH:16])=[O:15])=[CH:9][C:8]=1[NH:20][S:21]([CH3:24])(=[O:22])=[O:23] |f:0.1|. Reported procedure: 24 ml of a 1N aqueous sodium hydroxide solution was added to 1.2 g of methyl trans-3-[4-(2,4-difluorophenoxy)-3-methylsulfonylaminophenoxy]acrylate. The mixture was stirred for 1 hour at 20°-25° C. 30 ml of ethyl acetate was added thereto. The resulting mixture was adjusted to pH 4 with 4N hydrochloric acid. The organic layer was separated, washed with water and a saturated aqueous sodium chloride solution in this order, and dried with anhydrous magnesium sulfate. The solvent was removed by dist... As a reaction SMILES: [CH2:35]([P:36]([CH2:37][CH2:38][CH2:39][CH3:40])[CH2:41][CH2:42][CH2:43][CH3:44])[CH2:45][CH2:46][CH3:47].[CH3:48][CH2:49][O:50][C:51](=[O:52])[CH3:53].[F:1][CH:2]1[CH2:3][CH:4]([n:9]2[c:10](=[O:11])[nH:12][c:13](=[O:14])[c:15]([CH3:16])[cH:17]2)[O:5][CH:6]1[CH2:7][OH:8].[N+:18](=[O:19])([O-:20])[c:21]1[c:22]([Se:27][C:28]#[N:29])[cH:23][cH:24][cH:25][cH:26]1.[O:30]1[CH2:31][CH2:32][CH2:33][CH2:34]1>>[F:1][CH:2]1[CH2:3][CH:4]([n:9]2[c:10](=[O:11])[nH:12][c:13](=[O:14])[c:15]([CH3:16])[cH:17]2)[O:5][CH:6]1[CH2:7][Se:27][c:22]1[c:21]([N+:18](=[O:19])[O-:20])[cH:26][cH:25][cH:24][cH:23]1. The reactants are CCCCP(CCCC)CCCC, CCOC(C)=O, Cc1cn(C2CC(F)C(CO)O2)c(=O)[nH]c1=O, N#C[Se]c1ccccc1[N+](=O)[O-], C1CCOC1. Product: Cc1cn(C2CC(F)C(C[Se]c3ccccc3[N+](=O)[O-])O2)c(=O)[nH]c1=O. The reactants are O=CC(Br)CCCl, CC(C)(C)S, CO, [Na+], [OH-], O. The product is CC(C)(C)SC1(C=O)CC1. As a reaction SMILES: [Br:10][CH:11]([CH:12]=[O:13])[CH2:14][CH2:15][Cl:16].[C:1]([CH3:2])([CH3:3])([CH3:4])[SH:5].[CH3:8][OH:9].[Na+:7].[OH-:6].[OH2:17]>>[C:1]([CH3:2])([CH3:3])([CH3:4])[S:5][C:11]1([CH:12]=[O:13])[CH2:14][CH2:15]1.